From a dataset of the Open Reaction Database (ORD), a public repository of structured organic reaction records. describe an organic reaction: reactants, conditions, products, and yield The reactants are F[C@@H]1CN(CC1)C1CCN(CC1)C1=CC(=C(C=C1)[N+](=O)[O-])OC (4-[(3S)-3-fluoro-1-pyrrolidinyl]-1-[3-(methyloxy)-4-nitrophenyl]piperidine), FC1(CN(CCC1)C1CCN(CC1)C1=CC(=C(N)C=C1)OC)F (4-(3,3-difluoro-1,4′-bipiperidin-1′-yl)-2-(methyloxy)aniline), FC1(CN(CCC1)C1CCN(CC1)C1=CC(=C(N)C=C1)OC)F (4-(3,3-difluoro-1,4′-bipiperidin-1′-yl)-2-(methyloxy)aniline). Product: F[C@@H]1CN(CC1)C1CCN(CC1)C1=CC(=C(N)C=C1)OC (4-{4-[(3S)-3-fluoro-1-pyrrolidinyl]-1-piperidinyl}-2-(methyloxy)aniline). Yield: 86.9%. Reaction SMILES: [F:1][C@H:2]1[CH2:6][CH2:5][N:4]([CH:7]2[CH2:12][CH2:11][N:10]([C:13]3[CH:18]=[CH:17][C:16]([N+:19]([O-])=O)=[C:15]([O:22][CH3:23])[CH:14]=3)[CH2:9][CH2:8]2)[CH2:3]1.FC1(F)CCCN(C2CCN(C3C=CC(N)=C(OC)C=3)CC2)C1>>[F:1][C@H:2]1[CH2:6][CH2:5][N:4]([CH:7]2[CH2:12][CH2:11][N:10]([C:13]3[CH:18]=[CH:17][C:16]([NH2:19])=[C:15]([O:22][CH3:23])[CH:14]=3)[CH2:9][CH2:8]2)[CH2:3]1. Procedure: 4-[(3S)-3-fluoro-1-pyrrolidinyl]-1-[3-(methyloxy)-4-nitrophenyl]piperidine (4 mmol) was reduced in a manner analogous to 4-(3,3-difluoro-1,4′-bipiperidin-1′-yl)-2-(methyloxy)aniline (Intermediate B38). The filtrate was washed with water, dried over MgSO4 and concentrated to give 4-{4-[(3S)-3-fluoro-1-pyrrolidinyl]-1-piperidinyl}-2-(methyloxy)aniline (1.02 g, 86% yield). 1H NMR (400 MHz, d6-DMSO) δ 6.48-6.45 (m, 2H), 6.26 (dd, J=8.4 and 2.4 Hz, 1H), 5.24-5.07 (m, 1H), 4.16 (s, 2H), 3.70 (s, 3H), ...